This data is from the Open Reaction Database (ORD), a public repository of structured organic reaction records. The task is: describe an organic reaction: reactants, conditions, products, and yield Starting materials: C(C)(=O)N1C(CC2=CC(=CC=C12)C(C)=O)=O (1,5-diacetyl-2-indolinone), COC=1C=C(C(=O)O)C=CC1OC (3,4-dimethoxybenzoic acid), CN(C)C(=[N+](C)C)ON1C2=C(C=CC=C2)N=N1.[B-](F)(F)(F)F (TBTU), ice water, Cl (hydrochloric acid). Solvent: CN(C=O)C (DMF), C(C)N(CC)CC (triethylamine). Yields the product C(C)(=O)N1C(C(C2=CC(=CC=C12)C(C)=O)=C(O)C1=CC(=C(C=C1)OC)OC)=O (1,5-diacetyl-3-[(3,4-dimethoxy-phenyl)-hydroxy-methylidene]-2-indolinone). RXN SMILES: [C:1]([N:4]1[C:12]2[C:7](=[CH:8][C:9]([C:13](=[O:15])[CH3:14])=[CH:10][CH:11]=2)[CH2:6][C:5]1=[O:16])(=[O:3])[CH3:2].[CH3:17][O:18][C:19]1[CH:20]=[C:21]([CH:25]=[CH:26][C:27]=1[O:28][CH3:29])[C:22](O)=[O:23].CN(C(ON1N=NC2C=CC=CC1=2)=[N+](C)C)C.[B-](F)(F)(F)F.Cl>CN(C)C=O.C(N(CC)CC)C>[C:1]([N:4]1[C:12]2[C:7](=[CH:8][C:9]([C:13](=[O:15])[CH3:14])=[CH:10][CH:11]=2)[C:6](=[C:22]([C:21]2[CH:25]=[CH:26][C:27]([O:28][CH3:29])=[C:19]([O:18][CH3:17])[CH:20]=2)[OH:23])[C:5]1=[O:16])(=[O:3])[CH3:2] |f:2.3|. Reported procedure: 4.3 g (20 mmol) 1,5-diacetyl-2-indolinone (Ex. II) are stirred overnight together with 4 g of 3,4-dimethoxybenzoic acid, 7.1 g TBTU (O-benzotriazol-1-yl-N,N,N′,N′-tetramethyluronium tetrafluoroborate) and 14 ml triethylamine in 80 ml DMF (dimethylformamide) at ambient temperature. Then the mixture is poured onto 300 ml ice water with 10 ml of conc. hydrochloric acid and the precipitate formed is suction filtered. The residue is washed with a little methanol and then with ether. Solvent: CO (methanol). Reaction conditions: temperature 23.5 celsius. The reactants are SCC(=O)O (mercaptoacetic acid), ClCC(CC(=O)O)=O (4-chloro-3-oxobutanoic acid). Product: C(=O)(O)CSCC(CC(=O)O)=O (4-(carboxymethylthio)-3-oxobutanoic acid). Reaction SMILES: [SH:1][CH2:2][C:3]([OH:5])=[O:4].Cl[CH2:7][C:8](=[O:13])[CH2:9][C:10]([OH:12])=[O:11]>CO>[C:3]([CH2:2][S:1][CH2:7][C:8](=[O:13])[CH2:9][C:10]([OH:12])=[O:11])([OH:5])=[O:4]. Procedure details: To a round bottom flask containing mercaptoacetic acid (0.1 mol) dissolved in methanol (25 mL) is added 4-chloro-3-oxobutanoic acid (0.1 mol). The resulting mixture is heated at reflux temperature for about 2 hours. When the reaction is complete, the mixture is allowed to cool to room temperature (22-25° C.). Volatiles are removed under vacuum and the resulting residue is purified by column chromatography to yield 4-(carboxymethylthio)-3-oxobutanoic acid. Starting materials: CCO, Cc1ccccc1, CC=CB(O)O, Cc1cc(N2CCOCC2)nc(Cl)c1C(=O)NCc1cccc(F)c1, c1ccc(P(c2ccccc2)(c2ccccc2)[Pd](P(c2ccccc2)(c2ccccc2)c2ccccc2)(P(c2ccccc2)(c2ccccc2)c2ccccc2)P(c2ccccc2)(c2ccccc2)c2ccccc2)cc1. The product is CC=Cc1nc(N2CCOCC2)cc(C)c1C(=O)NCc1cccc(F)c1. Reaction SMILES: [CH3:32][CH2:33][OH:34].[CH3:35][c:36]1[cH:37][cH:38][cH:39][cH:40][cH:41]1.[CH:26](=[CH:27][CH3:28])[B:29]([OH:30])[OH:31].[Cl:1][c:2]1[n:3][c:4]([N:20]2[CH2:21][CH2:22][O:23][CH2:24][CH2:25]2)[cH:5][c:6]([CH3:19])[c:7]1[C:8](=[O:9])[NH:10][CH2:11][c:12]1[cH:13][c:14]([F:18])[cH:15][cH:16][cH:17]1.[cH:42]1[cH:43][cH:44][c:45]([P:46]([Pd:47]([P:48]([c:49]2[cH:50][cH:51][cH:52][cH:53][cH:54]2)([c:55]2[cH:56][cH:57][cH:58][cH:59][cH:60]2)[c:61]2[cH:62][cH:63][cH:64][cH:65][cH:66]2)([P:67]([c:68]2[cH:69][cH:70][cH:71][cH:72][cH:73]2)([c:74]2[cH:75][cH:76][cH:77][cH:78][cH:79]2)[c:80]2[cH:81][cH:82][cH:83][cH:84][cH:85]2)[P:86]([c:87]2[cH:88][cH:89][cH:90][cH:91][cH:92]2)([c:93]2[cH:94][cH:95][cH:96][cH:97][cH:98]2)[c:99]2[cH:100][cH:101][cH:102][cH:103][cH:104]2)([c:105]2[cH:106][cH:107][cH:108][cH:109][cH:110]2)[c:111]2[cH:112][cH:113][cH:114][cH:115][cH:116]2)[cH:117][cH:118]1>>[c:2]1([CH:26]=[CH:27][CH3:28])[n:3][c:4]([N:20]2[CH2:21][CH2:22][O:23][CH2:24][CH2:25]2)[cH:5][c:6]([CH3:19])[c:7]1[C:8](=[O:9])[NH:10][CH2:11][c:12]1[cH:13][c:14]([F:18])[cH:15][cH:16][cH:17]1. Starting materials: O1C(OCC1)C=1C=C(C#N)C=CC1 (3-(1,3-dioxolan-2-yl)-benzonitrile), [OH-].[Na+] (sodium hydroxide). The solvent is CCO (EtOH), O (H2O). Yields the product O1C(OCC1)C=1C=C(C(=O)N)C=CC1 (3-[1,3]Dioxolan-2-yl-benzamide). The yield is 69.6%. As a reaction SMILES: [O:1]1[CH2:5][CH2:4][O:3][CH:2]1[C:6]1[CH:7]=[C:8]([CH:11]=[CH:12][CH:13]=1)[C:9]#[N:10].[OH-:14].[Na+]>CCO.O>[O:1]1[CH2:5][CH2:4][O:3][CH:2]1[C:6]1[CH:7]=[C:8]([CH:11]=[CH:12][CH:13]=1)[C:9]([NH2:10])=[O:14] |f:1.2|. Procedure details: To a solution of 3-(1,3-dioxolan-2-yl)-benzonitrile (5.86 g) in a mixture of EtOH (140 mL) and H2O (60 mL) was added sodium hydroxide (6.46 g) and the mixture was heated under reflux for 2 hours. The solvent was evaporated under reduced pressure and the aqueous layer was extracted with CH2Cl2. The organic phase was washed with water, dried over Na2SO4, filtered and evaporated to give the title compound (4.5 g) as a white solid.